Dataset: the Open Reaction Database (ORD), a public repository of structured organic reaction records. Task: describe an organic reaction: reactants, conditions, products, and yield Reactants: C1(=CC=CC2=CC=CC=C12)CC(=O)O (1-naphthylacetic acid), CN[C@@H]1CCC=2N(C3=CC=CC=C3C2CC(=O)OCCC)C1 (propyl [(7R)-7-(methylamino)-6,7,8,9-tetrahydropyrido[1,2-a]indol-10-yl]acetate). Product: CN([C@@H]1CCC=2N(C3=CC=CC=C3C2CC(=O)O)C1)C(CC1=CC=CC2=CC=CC=C12)=O ({(7R)-7-[methyl(1-naphthylacetyl)amino]-6,7,8,9-tetrahydropyrido[1,2-a]indol-10-yl}acetic acid). As a reaction SMILES: [C:1]1([CH2:11][C:12]([OH:14])=O)[C:10]2[C:5](=[CH:6][CH:7]=[CH:8][CH:9]=2)[CH:4]=[CH:3][CH:2]=1.[CH3:15][NH:16][C@H:17]1[CH2:36][N:21]2[C:22]3[C:27]([C:28]([CH2:29][C:30]([O:32]CCC)=[O:31])=[C:20]2[CH2:19][CH2:18]1)=[CH:26][CH:25]=[CH:24][CH:23]=3>>[CH3:15][N:16]([C:12](=[O:14])[CH2:11][C:1]1[C:10]2[C:5](=[CH:6][CH:7]=[CH:8][CH:9]=2)[CH:4]=[CH:3][CH:2]=1)[C@H:17]1[CH2:36][N:21]2[C:22]3[C:27]([C:28]([CH2:29][C:30]([OH:32])=[O:31])=[C:20]2[CH2:19][CH2:18]1)=[CH:26][CH:25]=[CH:24][CH:23]=3. Reported procedure: The title compound was prepared using analogous procedures described in Example 1 (Method A) from 1-naphthylacetic acid and propyl [(7R)-7-(methylamino)-6,7,8,9-tetrahydropyrido[1,2-a]indol-10-yl]acetate. MS (+ESI) m/z: 427